From a dataset of the Open Reaction Database (ORD), a public repository of structured organic reaction records. describe an organic reaction: reactants, conditions, products, and yield Starting materials: O (Water), [H-].[Al+3].[Li+].[H-].[H-].[H-] (lithium aluminum hydride), C(C)OC(=O)C1CCN(CC1)S(=O)(=O)C (1-methanesulfonylpiperidine-4-carboxylic acid ethyl ester). Solvent: O1CCCC1 (tetrahydrofuran), O1CCCC1 (tetrahydrofuran). Reaction conditions: temperature 7.5 celsius, time 15 minute. The product is CS(=O)(=O)N1CCC(CC1)CO (1-methanesulfonylpiperidine-4-methanol). Isolated yield 82.1%. RXN SMILES: [H-].[Al+3].[Li+].[H-].[H-].[H-].C([O:9][C:10]([CH:12]1[CH2:17][CH2:16][N:15]([S:18]([CH3:21])(=[O:20])=[O:19])[CH2:14][CH2:13]1)=O)C.O>O1CCCC1>[CH3:21][S:18]([N:15]1[CH2:16][CH2:17][CH:12]([CH2:10][OH:9])[CH2:13][CH2:14]1)(=[O:20])=[O:19] |f:0.1.2.3.4.5|. Procedure details: A solution of 1.0 M lithium aluminum hydride (200 ml, 0.2 mole) in tetrahydrofuran was added dropwise to a solution of 1-methanesulfonylpiperidine-4-carboxylic acid ethyl ester (68 grams, 0.29 mole) in tetrahydrofuran (500 ml) at about +5° C. The reaction mixture was stirred at 5-10° C. for 15 minutes. Water (10 ml) was added dropwise and the mixture was filtered. The filtrate was concentrated under reduced pressure and triturated with 50% ethyl ether-hexane (100 ml). The resulting white solid w...